Dataset: the Open Reaction Database (ORD), a public repository of structured organic reaction records. Task: describe an organic reaction: reactants, conditions, products, and yield Reaction SMILES: C(N(C(C)C)CC)(C)C.Br.[Br:11][C:12]1[CH:17]=[CH:16][C:15]([C:18]2[N:19]=[C:20]([NH:24][C:25]([CH3:29])([CH3:28])[CH2:26][OH:27])[S:21][C:22]=2[CH3:23])=[CH:14][CH:13]=1.Cl[C:31](Cl)([O:33]C(=O)OC(Cl)(Cl)Cl)Cl>C(Cl)Cl>[Br:11][C:12]1[CH:13]=[CH:14][C:15]([C:18]2[N:19]=[C:20]([N:24]3[C:25]([CH3:29])([CH3:28])[CH2:26][O:27][C:31]3=[O:33])[S:21][C:22]=2[CH3:23])=[CH:16][CH:17]=1 |f:1.2|. Procedure details: Diisopropylethylamine (10.0 mL, 57.4 mmol) was added under nitrogen to a mixture of 2-{[4-(4-bromophenyl)-5-methyl-1,3-thiazol-2-yl]amino}-2-methylpropan-1-ol hydrobromide (5.2 g, 1.2 mmol), prepared in the previous step, and 120 mL of methylene chloride at room temperature. A white solid formed. The mixture was cooled to ice bath temperature and triphosgene (5.2 g, 1.8 mmol) in 60 mL of methylene chloride was added dropwise over approximately 2 h. After the addition, the reaction became homogen... Yields the product BrC1=CC=C(C=C1)C=1N=C(SC1C)N1C(OCC1(C)C)=O (3-[4-(4-bromophenyl)-5-methyl-1,3-thiazol-2-yl]-4,4-dimethyl-1,3-oxazolidin-2-one). The reactants are C(C)(C)N(CC)C(C)C (Diisopropylethylamine), Br.BrC1=CC=C(C=C1)C=1N=C(SC1C)NC(CO)(C)C (2-{[4-(4-bromophenyl)-5-methyl-1,3-thiazol-2-yl]amino}-2-methylpropan-1-ol hydrobromide), ClC(Cl)(OC(OC(Cl)(Cl)Cl)=O)Cl (triphosgene). Solvent: C(Cl)Cl (methylene chloride), C(Cl)Cl (methylene chloride). Yield: 1270.7%. Run at time 2 hour. Starting materials: O=C(O)OCc1ccccc1, O=C(Cl)C(=O)Cl, ClCCl, CN(C)C=O. Product: O=C(Cl)COCc1ccccc1. Reaction SMILES: [CH2:1]([c:2]1[cH:3][cH:4][cH:5][cH:6][cH:7]1)[O:8][C:9](=[O:10])[OH:11].[Cl:12][C:13](=[O:14])[C:15]([Cl:16])=[O:17].[Cl:18][CH2:19][Cl:20].[O:21]=[CH:22][N:23]([CH3:24])[CH3:25]>>[CH2:1]([c:2]1[cH:3][cH:4][cH:5][cH:6][cH:7]1)[O:8][CH2:9][C:13]([Cl:12])=[O:14]. The reactants are N1CCCCC1 (piperidine), CC=1C=CC2=C(C=C(S2)C2=CC=C(C=C2)C=CC2=C(C=CC=C2)C(=O)O)C1 (5-methyl-2-[4-(2-carboxystyryl)phenyl]benzothiophene), [K] (potassium), Cl.CNC (dimethylamine hydrochloride), [Na] (sodium), ClC=1C=CC2=C(C=C(O2)C2=CC=C(C=C2)C=CC2=CC=C(C=C2)C(=O)O)C1 (5-chloro-2-[4-(4-carboxystyryl)phenyl]benzofuran). Yields the product CC=1C=CC2=C(C=C(S2)C2=CC=C(C=C2)C=CC2=C(C=CC=C2)C(=O)N2CCCCC2)C1 (5-methyl-2-[4-(2-piperidinocarbonylstyryl)phenyl]benzothiophene). Reaction SMILES: [NH:1]1[CH2:6][CH2:5][CH2:4][CH2:3][CH2:2]1.Cl.CNC.[Na].[CH3:12][C:13]1[CH:14]=[CH:15][C:16]2[S:20][C:19]([C:21]3[CH:26]=[CH:25][C:24]([CH:27]=[CH:28][C:29]4[CH:34]=[CH:33][CH:32]=[CH:31][C:30]=4[C:35](O)=[O:36])=[CH:23][CH:22]=3)=[CH:18][C:17]=2[CH:38]=1.[K].ClC1C=CC2OC(C3C=CC(C=CC4C=CC(C(O)=O)=CC=4)=CC=3)=CC=2C=1>>[CH3:12][C:13]1[CH:14]=[CH:15][C:16]2[S:20][C:19]([C:21]3[CH:22]=[CH:23][C:24]([CH:27]=[CH:28][C:29]4[CH:34]=[CH:33][CH:32]=[CH:31][C:30]=4[C:35]([N:1]4[CH2:6][CH2:5][CH2:4][CH2:3][CH2:2]4)=[O:36])=[CH:25][CH:26]=3)=[CH:18][C:17]=2[CH:38]=1 |f:1.2,^1:10,38|. Procedure: When piperidine is substituted for the dimethylamine hydrochloride and the sodium salt of 5-methyl-2-[4-(2-carboxystyryl)phenyl]benzothiophene for the potassium salt of 5-chloro-2-[4-(4-carboxystyryl)phenyl]benzofuran in the procedure described in Example 29 above, there is obtained as the product 5-methyl-2-[4-(2-piperidinocarbonylstyryl)phenyl]benzothiophene. The reactants are CO, ClCCl, CC(C)(C)OC(=O)N1CC(O)C(CNC(=O)OCc2ccccc2)C1, CC(C)(C)OC(=O)N1CC(O)C(CNC(=O)OCc2ccccc2)C1. Yields the product O=C(NCC1CNCC1O)OCc1ccccc1. Reaction SMILES: [CH3:51][OH:52].[Cl:53][CH2:54][Cl:55].[OH:1][CH:2]1[CH2:3][N:4]([C:19]([O:20][C:21]([CH3:22])([CH3:23])[CH3:24])=[O:25])[CH2:5][CH:6]1[CH2:7][NH:8][C:9](=[O:10])[O:11][CH2:12][c:13]1[cH:14][cH:15][cH:16][cH:17][cH:18]1.[OH:26][CH:27]1[CH:28]([CH2:29][NH:30][C:31]([O:32][CH2:33][c:34]2[cH:35][cH:36][cH:37][cH:38][cH:39]2)=[O:40])[CH2:41][N:42]([C:43]([O:44][C:45]([CH3:46])([CH3:47])[CH3:48])=[O:49])[CH2:50]1>>[OH:1][CH:2]1[CH2:3][NH:4][CH2:5][CH:6]1[CH2:7][NH:8][C:9](=[O:10])[O:11][CH2:12][c:13]1[cH:14][cH:15][cH:16][cH:17][cH:18]1. The yield is 76.2%. RXN SMILES: [NH2:1][C:2]1[CH:3]=[C:4]2[C:12](=[CH:13][CH:14]=1)[NH:11][C:10]1[CH2:9][CH2:8][CH:7]([N:15]([CH3:17])[CH3:16])[CH2:6][C:5]2=1.[Cl:18][C:19]1[C:27]([Cl:28])=[CH:26][CH:25]=[CH:24][C:20]=1[C:21](Cl)=[O:22]>>[Cl:18][C:19]1[C:27]([Cl:28])=[CH:26][CH:25]=[CH:24][C:20]=1[C:21]([NH:1][C:2]1[CH:3]=[C:4]2[C:12](=[CH:13][CH:14]=1)[NH:11][C:10]1[CH2:9][CH2:8][CH:7]([N:15]([CH3:17])[CH3:16])[CH2:6][C:5]2=1)=[O:22]. The product is ClC1=C(C(=O)NC=2C=C3C=4CC(CCC4NC3=CC2)N(C)C)C=CC=C1Cl (6-(2,3-dichlorobenzoyl)amino-3-(dimethyl)amino-1,2,3,4-tetrahydro-9H-carbazole). Procedure: Beginning with 10.4 mg (0.046 mMol) 6-amino-3-(dimethyl)amino-1,2,3,4-tetrahydro-9H-carbazole and 9.5 mg (0.051 mMol) 2,3-dichlorobenzoyl chloride, 14.1 mg (76%) of the title compound were recovered as a brown solid. The reactants are NC=1C=C2C=3CC(CCC3NC2=CC1)N(C)C (6-amino-3-(dimethyl)amino-1,2,3,4-tetrahydro-9H-carbazole), ClC1=C(C(=O)Cl)C=CC=C1Cl (2,3-dichlorobenzoyl chloride). Starting materials: NC1CC=2C=CC(=CC2CC1)C(=O)N1CCCCC1 ((6-Amino-5,6,7,8-tetrahydronaphthalen-2-yl)(piperidin-1-yl)methanone), [H-].[H-].[H-].[H-].[Li+].[Al+3] (LAH), C1CCOC1 (THF). Conditions: time 16 hour. The product is CNC1CC2=CC=C(C=C2CC1)CN1CCCCC1 (N-Methyl-6-(piperidin-1-ylmethyl)-1,2,3,4-tetrahydronaphthalen-2-amine). RXN SMILES: [NH2:1][CH:2]1[CH2:11][CH2:10][C:9]2[CH:8]=[C:7]([C:12]([N:14]3[CH2:19][CH2:18][CH2:17][CH2:16][CH2:15]3)=O)[CH:6]=[CH:5][C:4]=2[CH2:3]1.[H-].[H-].[H-].[H-].[Li+].[Al+3].[CH2:26]1COCC1>>[CH3:26][NH:1][CH:2]1[CH2:11][CH2:10][C:9]2[C:4](=[CH:5][CH:6]=[C:7]([CH2:12][N:14]3[CH2:19][CH2:18][CH2:17][CH2:16][CH2:15]3)[CH:8]=2)[CH2:3]1 |f:1.2.3.4.5.6|. Reported procedure: 1N NaOH solution (40 ml) was added to a suspension of 6-amino-5,6,7,8-tetrahydronaphthalene-2-carboxylic acid (15.0 g, 79.0 mmol, 1.0 eq.) in dioxane-water (4:1, 100 ml) and then (Boc)2O (25.83 ml, 118.5 mmol, 1.5 eq.) was added dropwise to the reaction mixture at 0° C. and it was stirred at RT for 4 h. Dioxane was evaporated under reduced pressure and the residual aqueous layer was diluted with water (200 ml) and acidified with KHSO4 solution. The solid product was collected by filtration and d... Reactants: [BH4-], CCN(c1nc(C)cc(C(=O)c2cccnc2)n1)c1ccc(C(C)C)cc1Br, CO, CCO, ClC(Cl)Cl, [Na+]. Product: CCN(c1nc(C)cc(C(O)c2cccnc2)n1)c1ccc(C(C)C)cc1Br. Reaction SMILES: [BH4-:1].[Br:3][c:4]1[c:5]([N:13]([c:14]2[n:15][c:16]([CH3:28])[cH:17][c:18]([C:20](=[O:21])[c:22]3[cH:23][n:24][cH:25][cH:26][cH:27]3)[n:19]2)[CH2:29][CH3:30])[cH:6][cH:7][c:8]([CH:10]([CH3:11])[CH3:12])[cH:9]1.[CH3:35][OH:36].[CH3:37][CH2:38][OH:39].[CH:31]([Cl:32])([Cl:33])[Cl:34].[Na+:2]>>[Br:3][c:4]1[c:5]([N:13]([c:14]2[n:15][c:16]([CH3:28])[cH:17][c:18]([CH:20]([OH:21])[c:22]3[cH:23][n:24][cH:25][cH:26][cH:27]3)[n:19]2)[CH2:29][CH3:30])[cH:6][cH:7][c:8]([CH:10]([CH3:11])[CH3:12])[cH:9]1. Starting materials: IC=1C=C2CNCC2=CC1 (5-Iodo-2,3-dihydro-1H-isoindole), CS(=O)(=O)C=1C=CC(=C(C(=O)O)C1)O[C@H](C(F)(F)F)C (5-Methanesulfonyl-2-((S)-2,2,2-trifluoro-1-methyl-ethoxy)-benzoic acid). Product: IC=1C=C2CN(CC2=CC1)C(=O)C1=C(C=CC(=C1)S(=O)(=O)C)O[C@H](C(F)(F)F)C ((5-Iodo-1,3-dihydro-isoindol-2-yl)-[5-methanesulfonyl-2-((S)-2,2,2-trifluoro-1-methyl ethoxy)-phenyl]-methanone). Reaction SMILES: [I:1][C:2]1[CH:3]=[C:4]2[C:8](=[CH:9][CH:10]=1)[CH2:7][NH:6][CH2:5]2.[CH3:11][S:12]([C:15]1[CH:16]=[CH:17][C:18]([O:24][C@@H:25]([CH3:30])[C:26]([F:29])([F:28])[F:27])=[C:19]([CH:23]=1)[C:20](O)=[O:21])(=[O:14])=[O:13]>>[I:1][C:2]1[CH:3]=[C:4]2[C:8](=[CH:9][CH:10]=1)[CH2:7][N:6]([C:20]([C:19]1[CH:23]=[C:15]([S:12]([CH3:11])(=[O:13])=[O:14])[CH:16]=[CH:17][C:18]=1[O:24][C@@H:25]([CH3:30])[C:26]([F:28])([F:29])[F:27])=[O:21])[CH2:5]2. Reported procedure: Prepared in analogy to Example 1 from 5-Iodo-2,3-dihydro-1H-isoindole (example A38(a)) and 5-Methanesulfonyl-2-((S)-2,2,2-trifluoro-1-methyl-ethoxy)-benzoic acid (example B3). Off white solid. MS (m/e): 539.1 (M+, 100%).